This data is from the Open Reaction Database (ORD), a public repository of structured organic reaction records. The task is: describe an organic reaction: reactants, conditions, products, and yield Starting materials: C(C)OCC (diethyl ether), COC1=C(OCC(CN2CCC3(CNC(O3)=O)CC2)O)C=CC=C1 (8-[3-(2-methoxyphenoxy)-2-hydroxypropyl]-1-oxa-3,8-diazaspiro[4.5]decan-2-one), Cl (hydrochloric acid). The solvent is CO (methanol), CO (methanol). Yields the product Cl.COC1=C(OCC(CN2CCC3(CNC(O3)=O)CC2)O)C=CC=C1 (8-[3-(2-methoxyphenoxy)-2-hydroxypropyl]-1-oxa-3,8-diazaspiro[4.5]decan-2-one hydrochloride). As a reaction SMILES: [CH3:1][O:2][C:3]1[CH:24]=[CH:23][CH:22]=[CH:21][C:4]=1[O:5][CH2:6][CH:7]([OH:20])[CH2:8][N:9]1[CH2:19][CH2:18][C:12]2([O:16][C:15](=[O:17])[NH:14][CH2:13]2)[CH2:11][CH2:10]1.[ClH:25].C(OCC)C>CO>[ClH:25].[CH3:1][O:2][C:3]1[CH:24]=[CH:23][CH:22]=[CH:21][C:4]=1[O:5][CH2:6][CH:7]([OH:20])[CH2:8][N:9]1[CH2:19][CH2:18][C:12]2([O:16][C:15](=[O:17])[NH:14][CH2:13]2)[CH2:11][CH2:10]1 |f:4.5|. Procedure details: To a solution of 1 g of 8-[3-(2-methoxyphenoxy)-2-hydroxypropyl]-1-oxa-3,8-diazaspiro[4.5]decan-2-one in 5 ml methanol is added 10 ml, 3% hydrochloric acid in methanol. Addition of 200 ml diethyl ether followed by filtration affords 8-[3-(2-methoxyphenoxy)-2-hydroxypropyl]-1-oxa-3,8-diazaspiro[4.5]decan-2-one hydrochloride, mp indefinite. The reactants are C1(CCC1)N1CCC2=C(CC1)C=CC(=C2)OC2=NC=C(C=C2)I (3-cyclobutyl-7-[(5-iodo-2-pyridinyl)oxy]-2,3,4,5-tetrahydro-1H-3-benzazepine), CC1=NOC(=C1C(=O)B(O)O)C (3,5 dimethyl-4-isoxazoyl boronic acid). The reagents and catalysts are C=1C=CC(=CC1)[P](C=2C=CC=CC2)(C=3C=CC=CC3)[Pd]([P](C=4C=CC=CC4)(C=5C=CC=CC5)C=6C=CC=CC6)([P](C=7C=CC=CC7)(C=8C=CC=CC8)C=9C=CC=CC9)[P](C=1C=CC=CC1)(C=1C=CC=CC1)C=1C=CC=CC1 (tetrakis(triphenylphosphine)palladium(0)). The solvent is C([O-])([O-])=O.[Na+].[Na+] (sodium carbonate), COCCOC (ethylene glycol dimethyl ether), C(C)(=O)OCC (ethyl acetate). Product: C1(CCC1)N1CCC2=C(CC1)C=CC(=C2)OC2=NC=C(C=C2)C=2C(=NOC2C)C (3-Cyclobutyl-7-{[5-(3,5-dimethyl-4-isoxazolyl)-2-pyridinyl]oxy}-2,3,4,5-tetrahydro-1H -3-benzazepine). As a reaction SMILES: [CH:1]1([N:5]2[CH2:11][CH2:10][C:9]3[CH:12]=[CH:13][C:14]([O:16][C:17]4[CH:22]=[CH:21][C:20](I)=[CH:19][N:18]=4)=[CH:15][C:8]=3[CH2:7][CH2:6]2)[CH2:4][CH2:3][CH2:2]1.[CH3:24][C:25]1[C:29](C(B(O)O)=O)=[C:28]([CH3:35])[O:27][N:26]=1>C(=O)([O-])[O-].[Na+].[Na+].COCCOC.C(OCC)(=O)C.C1C=CC([P]([Pd]([P](C2C=CC=CC=2)(C2C=CC=CC=2)C2C=CC=CC=2)([P](C2C=CC=CC=2)(C2C=CC=CC=2)C2C=CC=CC=2)[P](C2C=CC=CC=2)(C2C=CC=CC=2)C2C=CC=CC=2)(C2C=CC=CC=2)C2C=CC=CC=2)=CC=1>[CH:1]1([N:5]2[CH2:11][CH2:10][C:9]3[CH:12]=[CH:13][C:14]([O:16][C:17]4[CH:22]=[CH:21][C:20]([C:29]5[C:25]([CH3:24])=[N:26][O:27][C:28]=5[CH3:35])=[CH:19][N:18]=4)=[CH:15][C:8]=3[CH2:7][CH2:6]2)[CH2:4][CH2:3][CH2:2]1 |f:2.3.4,^1:57,59,78,97|. Procedure details: A mixture of 3-cyclobutyl-7-[(5-iodo-2-pyridinyl)oxy]-2,3,4,5-tetrahydro-1H-3-benzazepine (E207) (252 mg, 0.6 mmol), 3,5 dimethyl-4-isoxazoyl boronic acid (168 mg, 1.2 mmol) and tetrakis(triphenylphosphine)palladium(0) in 2M sodium carbonate solution (5 ml) and ethylene glycol dimethyl ether (10 ml) was stirred at reflux for 14 hours. The reaction mixture was diluted with ethyl acetate and washed with a saturated solution of sodium bicarbonate, water, brine and dried (sodium sulfate). The organi... Starting materials: OBO, CCOC(C)=O, CC(C)(C)OC(=O)NCc1ccc(OS(=O)(=O)C(F)(F)F)c(OC(F)(F)F)c1, CCCCCCC, CCO, Cc1ccccc1, COc1ccc(Cl)cn1, [Na+], [Na+], O=C([O-])[O-], [Pd], c1ccc(P(c2ccccc2)c2ccccc2)cc1, c1ccc(P(c2ccccc2)c2ccccc2)cc1, c1ccc(P(c2ccccc2)c2ccccc2)cc1, c1ccc(P(c2ccccc2)c2ccccc2)cc1. The product is COc1ncc(Cl)cc1-c1ccc(CNC(=O)OC(C)(C)C)cc1OC(F)(F)F. RXN SMILES: [BH:29]([OH:30])[OH:31].[C:131]([O:132][CH2:133][CH3:134])(=[O:135])[CH3:136].[C:1]([CH3:2])([CH3:3])([CH3:4])[O:5][C:6](=[O:7])[NH:8][CH2:9][c:10]1[cH:11][c:12]([O:24][C:25]([F:26])([F:27])[F:28])[c:13]([O:16][S:17]([C:18]([F:19])([F:20])[F:21])(=[O:22])=[O:23])[cH:14][cH:15]1.[CH3:137][CH2:138][CH2:139][CH2:140][CH2:141][CH2:142][CH3:143].[CH3:144][CH2:145][OH:146].[CH3:41][c:42]1[cH:43][cH:44][cH:45][cH:46][cH:47]1.[Cl:32][c:33]1[cH:34][cH:35][c:36]([O:39][CH3:40])[n:37][cH:38]1.[Na+:48].[Na+:49].[O-:50][C:51](=[O:52])[O-:53].[Pd:54].[c:112]1([P:113]([c:114]2[cH:115][cH:116][cH:117][cH:118][cH:119]2)[c:120]2[cH:121][cH:122][cH:123][cH:124][cH:125]2)[cH:126][cH:127][cH:128][cH:129][cH:130]1.[c:55]1([P:56]([c:57]2[cH:58][cH:59][cH:60][cH:61][cH:62]2)[c:63]2[cH:64][cH:65][cH:66][cH:67][cH:68]2)[cH:69][cH:70][cH:71][cH:72][cH:73]1.[c:74]1([P:75]([c:76]2[cH:77][cH:78][cH:79][cH:80][cH:81]2)[c:82]2[cH:83][cH:84][cH:85][cH:86][cH:87]2)[cH:88][cH:89][cH:90][cH:91][cH:92]1.[c:93]1([P:94]([c:95]2[cH:96][cH:97][cH:98][cH:99][cH:100]2)[c:101]2[cH:102][cH:103][cH:104][cH:105][cH:106]2)[cH:107][cH:108][cH:109][cH:110][cH:111]1>>[C:1]([CH3:2])([CH3:3])([CH3:4])[O:5][C:6](=[O:7])[NH:8][CH2:9][c:10]1[cH:11][c:12]([O:24][C:25]([F:26])([F:27])[F:28])[c:13](-[c:35]2[cH:34][c:33]([Cl:32])[cH:38][n:37][c:36]2[O:39][CH3:40])[cH:14][cH:15]1. Starting materials: CCO, N#CBr, CCCNCc1cc(Sc2cccc(NS(=O)(=O)c3ccccc3)c2)ccc1N. Yields the product CCCN1Cc2cc(Sc3cccc(NS(=O)(=O)c4ccccc4)c3)ccc2N=C1N. RXN SMILES: [CH3:33][CH2:34][OH:35].[N:30]#[C:31][Br:32].[NH2:1][c:2]1[c:3]([CH2:25][NH:26][CH2:27][CH2:28][CH3:29])[cH:4][c:5]([S:8][c:9]2[cH:10][c:11]([NH:15][S:16](=[O:17])(=[O:18])[c:19]3[cH:20][cH:21][cH:22][cH:23][cH:24]3)[cH:12][cH:13][cH:14]2)[cH:6][cH:7]1>>[N:1]1=[C:31]([NH2:30])[N:26]([CH2:27][CH2:28][CH3:29])[CH2:25][c:3]2[c:2]1[cH:7][cH:6][c:5]([S:8][c:9]1[cH:10][c:11]([NH:15][S:16](=[O:17])(=[O:18])[c:19]3[cH:20][cH:21][cH:22][cH:23][cH:24]3)[cH:12][cH:13][cH:14]1)[cH:4]2. Reactants: O1C2C1CCCCCCCCCC2 (epoxycyclododecane), [Cl-].[Li+] (lithium chloride), CN1CCN(C1=O)C (N,N′-dimethylethyleneurea). Solvent: CN1C(CCC1)=O (N-methylpyrrolidone). Product: C1(CCCCCCCCCCC1)=O (cyclododecanone). Yield: 94.0%. Reaction SMILES: [O:1]1[CH:3]2[CH2:4][CH2:5][CH2:6][CH2:7][CH2:8][CH2:9][CH2:10][CH2:11][CH2:12][CH2:13][CH:2]12.[Cl-].[Li+].CN1C(=O)N(C)CC1>CN1CCCC1=O>[C:2]1(=[O:1])[CH2:13][CH2:12][CH2:11][CH2:10][CH2:9][CH2:8][CH2:7][CH2:6][CH2:5][CH2:4][CH2:3]1 |f:1.2|. Procedure: For example, German Patent No. 3,744,094 discloses an isomerization of an epoxycyclododecane in the presence of a catalyst consisting of lithium chloride in a reaction medium consisting of N-methylpyrrolidone or N,N′-dimethylethyleneurea to produce cyclododecanone with a yield of 94%.